From a dataset of the Open Reaction Database (ORD), a public repository of structured organic reaction records. describe an organic reaction: reactants, conditions, products, and yield Starting materials: O=C([O-])[O-], CC#N, Fc1cccc(C2CCNCC2)c1F, CI, [K+], [K+]. Yields the product CN1CCC(c2cccc(F)c2F)CC1. As a reaction SMILES: [C:15](=[O:16])([O-:17])[O-:18].[CH3:23][C:24]#[N:25].[F:1][c:2]1[c:3]([CH:9]2[CH2:10][CH2:11][NH:12][CH2:13][CH2:14]2)[cH:4][cH:5][cH:6][c:7]1[F:8].[I:21][CH3:22].[K+:19].[K+:20]>>[F:1][c:2]1[c:3]([CH:9]2[CH2:10][CH2:11][N:12]([CH3:15])[CH2:13][CH2:14]2)[cH:4][cH:5][cH:6][c:7]1[F:8]. Procedure details: A mixture of 17.2 g (0.2 mole) of anhydrous piperazine, 40 ml of water and 60 ml (0.36 mole) of 6N hydrochloric acid in 300 ml of methanol was heated to boiling. Small portions of benzylchloroformate (total 48 g, 0.28 mole) and 4N sodium hydroxide (total 100 ml) were added alternately to maintain a pH of 4.5-5.5. The mixture was heated under reflux for 3 hr, allowed to cool overnight, concentrated in vacuo to remove the methanol, made alkaline with sodium hydroxide and extracted with dichloromet... Yields the product N1(CCNCC1)C(=O)OCC1=CC=CC=C1 (1-Piperazinecarboxylic acid, phenylmethyl ester). The reactants are N1CCNCC1 (piperazine), Cl (hydrochloric acid), C(C1=CC=CC=C1)OC(=O)Cl (benzylchloroformate), [OH-].[Na+] (sodium hydroxide). Yield: 48.4%. As a reaction SMILES: [NH:1]1[CH2:6][CH2:5][NH:4][CH2:3][CH2:2]1.Cl.[CH2:8]([O:15][C:16](Cl)=[O:17])[C:9]1[CH:14]=[CH:13][CH:12]=[CH:11][CH:10]=1.[OH-].[Na+]>CO.O>[N:1]1([C:16]([O:15][CH2:8][C:9]2[CH:14]=[CH:13][CH:12]=[CH:11][CH:10]=2)=[O:17])[CH2:6][CH2:5][NH:4][CH2:3][CH2:2]1 |f:3.4|. The solvent is CO (methanol), O (water). The reactants are ClC=1C=CN2C(C(=CC(=C2C1C)C1CC1)C(=O)OC)=O (methyl 8-chloro-1-cyclopropyl-9-methyl-4-oxo-4H-quinolizine-3-carboxylate), CC1(OB(OC1(C)C)C=1C=CC(=NC1)O)C (5-(4,4,5,5-tetramethyl-1,3,2-dioxaborolan-2-yl)pyridin-2-ol). Yields the product OC1=CC=C(C=N1)C=1C=CN2C(C(=CC(=C2C1C)C1CC1)C(=O)OC)=O (methyl 8-(6-hydroxypyridin-3-yl)-1-cyclopropyl-9-methyl-4-oxo-4H-quinolizine-3-carboxylate). RXN SMILES: Cl[C:2]1[CH:3]=[CH:4][N:5]2[C:10]([C:11]=1[CH3:12])=[C:9]([CH:13]1[CH2:15][CH2:14]1)[CH:8]=[C:7]([C:16]([O:18][CH3:19])=[O:17])[C:6]2=[O:20].CC1(C)C(C)(C)OB([C:29]2[CH:30]=[CH:31][C:32]([OH:35])=[N:33][CH:34]=2)O1>>[OH:35][C:32]1[N:33]=[CH:34][C:29]([C:2]2[CH:3]=[CH:4][N:5]3[C:10]([C:11]=2[CH3:12])=[C:9]([CH:13]2[CH2:15][CH2:14]2)[CH:8]=[C:7]([C:16]([O:18][CH3:19])=[O:17])[C:6]3=[O:20])=[CH:30][CH:31]=1. Procedure details: Methyl 8-(6-hydroxypyridin-3-yl)-1-cyclopropyl-9-methyl-4-oxo-4H-quinolizine-3-carboxylate was prepared according to General Procedure A from methyl 8-chloro-1-cyclopropyl-9-methyl-4-oxo-4H-quinolizine-3-carboxylate (100 mg, 0.34 mmol) and 5-(4,4,5,5-tetramethyl-1,3,2-dioxaborolan-2-yl)pyridin-2-ol (90.8 mg, 0.41 mmol). The precipitate was rinsed with DCM and dried in a vacuum stove to afford quantitatively the title compound as a yellow solid.